This data is from the Open Reaction Database (ORD), a public repository of structured organic reaction records. The task is: describe an organic reaction: reactants, conditions, products, and yield Starting materials: C(C)(=O)N1C(=O)NC(=O)C(=C1)F (1-acetyl-5-fluorouracil), [H-].[Na+] (sodium hydride), BrC1OC(=O)C2=CC=CC=C12 (3-bromophthalide), O (water). Solvent: CN(C)C=O (DMF), CN(C)C=O (DMF). Reaction conditions: time 3.5 hour. Yields the product C(C)(=O)N1C(=O)N(C(=O)C(=C1)F)C1OC(=O)C2=CC=CC=C12 (N1 -acetyl-N3 -phthalidyl-5-fluorouracil). Reaction SMILES: [C:1]([N:4]1[CH:11]=[C:10]([F:12])[C:8](=[O:9])[NH:7][C:5]1=[O:6])(=[O:3])[CH3:2].[H-].[Na+].Br[CH:16]1[C:25]2[C:20](=[CH:21][CH:22]=[CH:23][CH:24]=2)[C:18](=[O:19])[O:17]1.O>CN(C=O)C>[C:1]([N:4]1[CH:11]=[C:10]([F:12])[C:8](=[O:9])[N:7]([CH:16]2[C:25]3[C:20](=[CH:21][CH:22]=[CH:23][CH:24]=3)[C:18](=[O:19])[O:17]2)[C:5]1=[O:6])(=[O:3])[CH3:2] |f:1.2|. Reported procedure: In 8 ml of DMF was dissolved 3.44 g of 1-acetyl-5-fluorouracil and 0.80 g of sodium hydride (60% content) was added to the stirred solution mentioned above under ice cooling. Then, a solution of 4.69 g of 3-bromophthalide in 7 ml of DMF was added dropwise to the mixture. After completion of the dropwise addition, the mixture was stirred for 3.5 hours at room temperature. Then, 100 ml of water was added to the mixture and the mixture was extracted with chloroform. The chloroform layer was washed ... RXN SMILES: [CH3:1][C:2]1([CH3:16])[C:11]2[C:6](=[CH:7][CH:8]=[C:9](Br)[CH:10]=2)[C:5]([CH3:14])([CH3:13])[CH2:4][CH:3]1[CH3:15].C(N1CC[O:22][CH2:21][CH2:20]1)=O.C(O)[CH2:26][OH:27]>>[CH3:1][C:2]1([CH3:16])[C:11]2[C:6](=[CH:7][C:8]([C:21](=[O:22])[CH3:20])=[C:9]([CH:26]=[O:27])[CH:10]=2)[C:5]([CH3:14])([CH3:13])[CH2:4][CH:3]1[CH3:15]. Reported procedure: This compound was prepared according to Example 1 by acetylation of 1,1,2,4,4-Pentamethyl-7-bromo-1,2,3,4-tetrahydonaphtalene, ketalisation with ethyleneglycol, and Grignard-reaction with N-formylmorpholine. The product is CC1(C(CC(C2=CC(=C(C=C12)C=O)C(C)=O)(C)C)C)C (1,1,2,4,4-Pentamethyl-6-acetyl-7-formyl-1,2,3,4-tetrahydronaphthalene). Starting materials: CC1(C(CC(C2=CC=C(C=C12)Br)(C)C)C)C (1,1,2,4,4-Pentamethyl-7-bromo-1,2,3,4-tetrahydonaphtalene), C(=O)N1CCOCC1 (N-formylmorpholine), C(CO)O (ethyleneglycol). The reactants are ClC=1C=C(C=CC1Cl)C1C(CCC2=CC=CC=C12)=O (1-(3,4-dichlorophenyl)-3,4-dihydronaphthalen-2(1H)-one), Cl.CN (methylamine hydrochloride), C(#N)[BH3-].[Na+] (sodium cyanoborohydride), resultant mixture. Run in C1CCOC1 (THF), CO (methanol). Reaction conditions: time 20 hour. Product: ClC=1C=C(C=CC1Cl)C1C(CCC2=CC=CC=C12)NC (1-(3,4-dichlorophenyl)-N-methyl-1,2,3,4-tetrahydronaphthalen-2-amine). Yield: 66.0%. Reaction SMILES: [Cl:1][C:2]1[CH:3]=[C:4]([CH:9]2[C:18]3[C:13](=[CH:14][CH:15]=[CH:16][CH:17]=3)[CH2:12][CH2:11][C:10]2=O)[CH:5]=[CH:6][C:7]=1[Cl:8].Cl.CN.[C:23]([BH3-])#[N:24].[Na+]>C1COCC1.CO>[Cl:1][C:2]1[CH:3]=[C:4]([CH:9]2[C:18]3[C:13](=[CH:14][CH:15]=[CH:16][CH:17]=3)[CH2:12][CH2:11][CH:10]2[NH:24][CH3:23])[CH:5]=[CH:6][C:7]=1[Cl:8] |f:1.2,3.4|. Reported procedure: To a solution of tetralone 35 (400mg, 1.374 mmol) in THF (10 mL) and methanol (15mL) was added methylamine hydrochloride (1.12 g, 10 eq). The resultant mixture was stirred at 50° C. After dissolution (10 min), sodium cyanoborohydride (6.9 mL, 1M in THF, 5 eq) was added in a single portion. After 20 hours, the organic layer was evaporated, filtered through silica and an aminopropyl cartridge. The crude oil was then diluted with sodium bicarbonate solution and extracted with MTBE to give the amine... The reactants are [Cl-].[NH4+] (ammonium chloride), C(CC1=CC=C(C=C1)O)C1=CC=C(C=C1)O (4,4'-(1,2-ethane-diyl)bisphenol), O=C1CCC(CC1)C1CCC2(OCCO2)CC1 (8-(4-oxocyclohexyl)-1,4-dioxaspiro[4,5]decane), BrC1=CC=C(C=C1)Cl (1-bromo-4-chlorobenzene), O=C1CCC(CC1)CCC1CCC2(OCCO2)CC1 (8-[2-(4-oxocyclohexyl)ethyl]-1,4-dioxaspiro[4,5]decane), A-310,067, [Mg] (magnesium), II (iodine). Run in O1CCCC1 (tetrahydrofuran), O1CCCC1 (tetrahydrofuran), O1CCCC1 (tetrahydrofuran). Reaction conditions: temperature 0 celsius. Yields the product ClC1=CC=C(C=C1)C1(CCC(CC1)CCC1OC2(OC1)CCCCC2)O (1-(4-chlorophenyl)-4-[2-(1,4-dioxa-spiro[4,5]decyl)ethyl]cyclohexanol). RXN SMILES: [Mg].II.Br[C:5]1[CH:10]=[CH:9][C:8]([Cl:11])=[CH:7][CH:6]=1.O=C1CCC(CC[CH:21]2[CH2:30][CH2:29][C:24]3([O:28][CH2:27][CH2:26][O:25]3)[CH2:23][CH2:22]2)CC1.[CH2:31](C1C=CC(O)=CC=1)[CH2:32][C:33]1[CH:38]=[CH:37][C:36]([OH:39])=[CH:35][CH:34]=1.O=C1CCC(C2CCC3(OCCO3)CC2)CC1.[Cl-].[NH4+]>O1CCCC1>[Cl:11][C:8]1[CH:9]=[CH:10][C:5]([C:36]2([OH:39])[CH2:37][CH2:38][CH:33]([CH2:32][CH2:31][CH:27]3[CH2:26][O:25][C:24]4([CH2:23][CH2:22][CH2:21][CH2:30][CH2:29]4)[O:28]3)[CH2:34][CH2:35]2)=[CH:6][CH:7]=1 |f:6.7|. Procedure: 4.53 g of magnesium shavings and a granule of iodine are treated with 150 ml of tetrahydrofuran while stirring and gassing with nitrogen. Subsequently, the mixture is treated dropwise within 20 minutes with a solution of 38.4 g of 1-bromo-4-chlorobenzene in 150 ml of tetrahydrofuran and boiled at reflux for 1.25 hours. Thereafter, the reaction mixture is cooled to 0° C. and treated dropwise at 0°-5° C. within 30 minutes with a solution of 35.7 g of 8-[2-(4-oxocyclohexyl)ethyl]-1,4-dioxaspiro[4,5... The reactants are BrC=1C(C(=CN(C1C)[C@H](C)CC)C(=O)O)=O ((R)-5-Bromo-1-sec-butyl-6-methyl-4-oxo-1,4-dihydro-pyridine-3-carboxylic acid), Cl.CS(=O)(=O)C1=CC=C(CN)C=C1 (4-methylsulfonylbenzylamine hydrochloride), CC1=NN=C(O1)CN (C-(5-methyl-[1,3,4]oxadiazol-2-yl)-methylamine), BrC=1C(C(=CN(C1C)C(C)C)C(=O)O)=O (5-Bromo-1-isopropyl-6-methyl-4-oxo-1,4-dihydro-pyridine-3-carboxylic acid), BrBr (bromine). Yields the product CC1=NN=C(O1)CNC(=O)C1=CN(C(=C(C1=O)Br)C)[C@H](C)CC ((R)-5-Bromo-1-sec-butyl-6-methyl-4-oxo-1,4-dihydro-pyridine-3-carboxylic acid (5-methyl-[1,3,4]oxadiazol-2-ylmethyl)-amide). Reaction SMILES: BrC1C(=O)C(C(O)=O)=CN(C(C)C)C=1C.[Br:16][C:17]1[C:18](=[O:31])[C:19]([C:28]([OH:30])=O)=[CH:20][N:21]([C@@H:24]([CH2:26][CH3:27])[CH3:25])[C:22]=1[CH3:23].Cl.CS(C1C=CC(CN)=CC=1)(=O)=O.[CH3:45][C:46]1[O:50][C:49]([CH2:51][NH2:52])=[N:48][N:47]=1.BrBr>>[CH3:45][C:46]1[O:50][C:49]([CH2:51][NH:52][C:28]([C:19]2[C:18](=[O:31])[C:17]([Br:16])=[C:22]([CH3:23])[N:21]([C@@H:24]([CH2:26][CH3:27])[CH3:25])[CH:20]=2)=[O:30])=[N:48][N:47]=1 |f:2.3|. Procedure details: Preparation 25 is prepared following the procedure for preparation 5, substituting preparation 3c with preparation 11b and 4-methylsulfonylbenzylamine hydrochloride with C-(5-methyl-[1,3,4]oxadiazol-2-yl)-methylamine. ESI mass spectrum: [M+H]+=383 (bromine isotope pattern); Retention time HPLC: 0.83 min (Z018_S04). Reactants: N1(CCCCC1)CC1=CC(=NC=C1)OC\C=C/CNC(CCCCl)=O (N-[4-(4-piperidinomethyl-2-pyridyloxy) -cis-2-butenyl]-4-chlorobutyramide), NC1=NC(=NC(=C1)N)S (4,6-diamino-2-mercaptopyrimidine). Yields the product N1(CCCCC1)CC1=CC(=NC=C1)OC\C=C/CNC(CCCSC1=NC(=CC(=N1)N)N)=O (N-[4-(4-Piperidinomethyl-2-pyridyloxy)-cis-2-butenyl]-4-(4,6-diamino-2-pyrimidinylthio)butyramide). Isolated yield 48.0%. As a reaction SMILES: [N:1]1([CH2:7][C:8]2[CH:13]=[CH:12][N:11]=[C:10]([O:14][CH2:15]/[CH:16]=[CH:17]\[CH2:18][NH:19][C:20](=[O:25])[CH2:21][CH2:22][CH2:23]Cl)[CH:9]=2)[CH2:6][CH2:5][CH2:4][CH2:3][CH2:2]1.[NH2:26][C:27]1[CH:32]=[C:31]([NH2:33])[N:30]=[C:29]([SH:34])[N:28]=1>>[N:1]1([CH2:7][C:8]2[CH:13]=[CH:12][N:11]=[C:10]([O:14][CH2:15]/[CH:16]=[CH:17]\[CH2:18][NH:19][C:20](=[O:25])[CH2:21][CH2:22][CH2:23][S:34][C:29]3[N:30]=[C:31]([NH2:33])[CH:32]=[C:27]([NH2:26])[N:28]=3)[CH:9]=2)[CH2:6][CH2:5][CH2:4][CH2:3][CH2:2]1. Reported procedure: Following a procedure similar to that described in Example 34, but using N-[4-(4-piperidinomethyl-2-pyridyloxy) -cis-2-butenyl]-4-chlorobutyramide (prepared as described in Preparation 2) and 4,6-diamino-2-mercaptopyrimidine as starting materials, in relative proportions similar to those used in that Example, the title compound was obtained as an oil in a 48% yield.